This data is from the Open Reaction Database (ORD), a public repository of structured organic reaction records. The task is: describe an organic reaction: reactants, conditions, products, and yield Starting materials: Cc1ncccc1Br, CC(=O)O, OO. RXN SMILES: [Br:1][c:2]1[c:3]([CH3:8])[n:4][cH:5][cH:6][cH:7]1.[C:11]([OH:12])(=[O:13])[CH3:14].[OH:9][OH:10]>>[Br:1][c:2]1[c:3]([CH3:8])[n+:4]([O-:9])[cH:5][cH:6][cH:7]1. The product is Cc1c(Br)ccc[n+]1[O-]. Reactants: crude product, [BH4-].[K+] (potassium borohydride), OC1(N(C(SC1)=S)C1=NC=CC=C1)CSC (4-hydroxy-4-methylthiomethyl-3-(pyrid-2-yl)-thiazolidine-2-thione). Run in C1CCCCC1 (cyclohexane), C(C)(=O)OCC (ethyl acetate), O (water), CO (methanol). Reaction conditions: time 150 minute. Product: N1=C(C=CC=C1)NC(SCC(CSC)O)=S (2-Hydroxy-3 -methylthiopropyl pyrid-2-yldithiocarbamate). Yield: 89.8%. Reaction SMILES: [OH:1][C:2]1([CH2:14][S:15][CH3:16])[CH2:6][S:5][C:4](=[S:7])[N:3]1[C:8]1[CH:13]=[CH:12][CH:11]=[CH:10][N:9]=1.[BH4-].[K+]>CO.O.C1CCCCC1.C(OCC)(=O)C>[N:9]1[CH:10]=[CH:11][CH:12]=[CH:13][C:8]=1[NH:3][C:4](=[S:7])[S:5][CH2:6][CH:2]([OH:1])[CH2:14][S:15][CH3:16] |f:1.2|. Procedure: The procedure of Example 3 is followed, but a suspension of 4-hydroxy-4-methylthiomethyl-3-(pyrid-2-yl)-thiazolidine-2-thione (13.6 g) in methanol (160 cc) and a solution of potassium borohydride (2.7 g) in distilled water (40 cc) are used as the starting materials at a maximum of 30° C. The reaction is allowed to proceed for 150 minutes at between 20° and 30° C. The crude product (13.5 g) is dissolved in a mixture of cyclohexane (80 cc) and ethyl acetate (20 cc). The solution is chromatographed...